From a dataset of the Open Reaction Database (ORD), a public repository of structured organic reaction records. describe an organic reaction: reactants, conditions, products, and yield Reaction SMILES: CO/[CH:3]=[C:4]1/[C:5](=[O:20])[NH:6][C:7](=[O:19])[C:8]2[C:13]/1=[CH:12][C:11]([N:14]1[CH:18]=[CH:17][CH:16]=[CH:15]1)=[CH:10][CH:9]=2.CN(C)C=O.[Br:26][C:27]1[CH:28]=[CH:29][C:30]([NH2:33])=[N:31][CH:32]=1>CCOCC>[Br:26][C:27]1[CH:28]=[CH:29][C:30]([NH:33]/[CH:3]=[C:4]2\[C:5](=[O:20])[NH:6][C:7](=[O:19])[C:8]3[C:13]\2=[CH:12][C:11]([N:14]2[CH:15]=[CH:16][CH:17]=[CH:18]2)=[CH:10][CH:9]=3)=[N:31][CH:32]=1. Reported procedure: A mixture of (E)-4-(methoxymethylene)-6-(1H-pyrrol-1-yl)isoquinoline-1,3(2H,4H)-dione (268 mg, 1.0 mmole), dimethylformamide (8 mL), and 5-bromopyridin-2-amine (173 mg, 1.0 mmole) is heated at 125° C. for four hours. The reaction mixture is cooled, diluted with ether, filtered, washed with fresh ether and dried to give a salmon solid, 176 mg, (43%), mp 317-8° C. dec; MS (ES−): m/z 407.0 (M−H). Run at temperature 125 celsius. Reactants: CO\C=C/1\C(NC(C2=CC=C(C=C12)N1C=CC=C1)=O)=O ((E)-4-(methoxymethylene)-6-(1H-pyrrol-1-yl)isoquinoline-1,3(2H,4H)-dione), CN(C=O)C (dimethylformamide), BrC=1C=CC(=NC1)N (5-bromopyridin-2-amine). Run in CCOCC (ether). Product: BrC=1C=CC(=NC1)N\C=C\1/C(NC(C2=CC=C(C=C12)N1C=CC=C1)=O)=O ((Z)-4-((5-Bromopyridin-2-ylamino)methylene)-6-(1H-pyrrol-1-yl)isoquinoline-1,3(2H,4H)-dione). Starting materials: CCO, [H][H], CCOC(=O)C(C#N)=C1CN2CCCC1C2. The product is CCOC(=O)C(C#N)C1CN2CCCC1C2. As a reaction SMILES: [CH3:19][CH2:20][OH:21].[H:17][H:18].[N:1]12[CH2:2][CH2:3][CH2:4][CH:5]([C:6](=[C:8]([C:9](=[O:10])[O:11][CH2:12][CH3:13])[C:14]#[N:15])[CH2:7]1)[CH2:16]2>>[N:1]12[CH2:2][CH2:3][CH2:4][CH:5]([CH:6]([CH:8]([C:9](=[O:10])[O:11][CH2:12][CH3:13])[C:14]#[N:15])[CH2:7]1)[CH2:16]2. Reactants: BrC=1C=CC(=C(C=O)C1)CC (5-bromo-2-ethyl-benzaldehyde), ice, CC1(OC(CC1=O)(C)C)C (dihydro-2,2,5,5-tetramethyl-3(2H)-furanone), C[O-].[Na+] (sodium methoxide). Run in COCCOC (1,2-dimethoxyethane), C(C)OCC (diethyl ether), COCCOC (1,2-dimethoxyethane). Run at time 5 minute. Product: BrC=1C=CC(=C(C=C2C(C(OC2(C)C)(C)C)=O)C1)CC (4-(5-bromo-2-ethylbenzylidene)-2,2,5,5-tetramethyldihydrofuran-3-one). The yield is 94.9%. RXN SMILES: [CH3:1][C:2]1([CH3:10])[C:6](=[O:7])[CH2:5][C:4]([CH3:9])([CH3:8])[O:3]1.C[O-].[Na+].[Br:14][C:15]1[CH:16]=[CH:17][C:18]([CH2:23][CH3:24])=[C:19]([CH:22]=1)[CH:20]=O>COCCOC.C(OCC)C>[Br:14][C:15]1[CH:16]=[CH:17][C:18]([CH2:23][CH3:24])=[C:19]([CH:22]=1)[CH:20]=[C:5]1[C:4]([CH3:9])([CH3:8])[O:3][C:2]([CH3:10])([CH3:1])[C:6]1=[O:7] |f:1.2|. Procedure: To an ice-cold solution of dihydro-2,2,5,5-tetramethyl-3(2H)-furanone (13.4 g, 94.34 mmol) in anhydrous 1,2-dimethoxyethane (32 ml) is added sodium methoxide (5.6 g, 103.8 mmol) in one portion, and the reaction mixture is stirred at this temperature for 5 minutes. To the resulting slurry is then added a solution of 5-bromo-2-ethyl-benzaldehyde (20 g, 94.34 mmol) in 1,2-dimethoxyethane (32 ml) dropwise over 10 minutes. The solution is next stirred at 0° C. for 1 hour, then diluted with diethyl et... Starting materials: C, CO, CCOC(=O)c1ccc(-n2ccnc2C(C)C)c([N+](=O)[O-])c1, [H][H], [Pd]. Yields the product CCOC(=O)c1ccc(-n2ccnc2C(C)C)c(N)c1. As a reaction SMILES: [C:27].[CH3:23][OH:24].[CH:1]([CH3:2])([CH3:3])[c:4]1[n:5](-[c:9]2[c:10]([N+:20]([O-:21])=[O:22])[cH:11][c:12]([C:13](=[O:14])[O:15][CH2:16][CH3:17])[cH:18][cH:19]2)[cH:6][cH:7][n:8]1.[H:25][H:26].[Pd:28]>>[CH:1]([CH3:2])([CH3:3])[c:4]1[n:5](-[c:9]2[c:10]([NH2:20])[cH:11][c:12]([C:13](=[O:14])[O:15][CH2:16][CH3:17])[cH:18][cH:19]2)[cH:6][cH:7][n:8]1. Starting materials: ClC1=CC=C2C=CC(=NC2=C1)C=CC=1C=C(C=CC1)C1OCCO1 (2-(3-(2-(7-chloroquinolin-2yl)ethenyl)phenyl)-1,3-dioxolane), [I-].C[S+](C)C (trimethylsulfonium iodide), C(CCC)[Li] (n-butyllithium), hexanes. The solvent is C1CCOC1 (THF), C1CCOC1 (THF). Reaction conditions: temperature 21 celsius, time 8 hour. Yields the product ClC1=CC=C2C=CC(=NC2=C1)C1C(C1)C=1C=C(C=CC1)C1OCCO1 (2-(3-(2-(7-chloroquinolin-2-yl)cyclopropyl)phenyl)1,3-dioxolane). Reaction SMILES: [I-].C[S+](C)C.[CH2:6]([Li])CCC.[Cl:11][C:12]1[CH:21]=[C:20]2[C:15]([CH:16]=[CH:17][C:18]([CH:22]=[CH:23][C:24]3[CH:25]=[C:26]([CH:30]4[O:34][CH2:33][CH2:32][O:31]4)[CH:27]=[CH:28][CH:29]=3)=[N:19]2)=[CH:14][CH:13]=1>C1COCC1>[Cl:11][C:12]1[CH:21]=[C:20]2[C:15]([CH:16]=[CH:17][C:18]([CH:22]3[CH2:6][CH:23]3[C:24]3[CH:25]=[C:26]([CH:30]4[O:34][CH2:33][CH2:32][O:31]4)[CH:27]=[CH:28][CH:29]=3)=[N:19]2)=[CH:14][CH:13]=1 |f:0.1|. Procedure details: To a solution of trimethylsulfonium iodide (2.128 g, 10.4 mmoles) in 20 mL of anhydrous THF at -10° C. was added dropwise a solution of n-butyllithium 1.6M in hexanes (4.9 mL, 0.75 equiv.). Then the temperature was raised to 21° C. for 2 hours. To this mixture cooled to 0° C., the alkene (step 2) (967 mg, 2.86 mmoles) in 5 mL THF was added and the solution stirred overnight. Hydrolysis with 25% aqueous NH4OAc, extraction with EtOAc and flash chromatography on silica using EtOAc:toluene 2.5:97.5 ... The reactants are ClC1=C(C=CC=C1)C1=CC=2N(C=3C=CC(=CC3C2C2=C1C(NC2=O)=O)O)CCC(=O)O (3-(4-(2-Chlorophenyl)-9-hydroxy-1,3-dioxo-2,3-dihydropyrrolo[3,4-c]carbazol-6 (1H)-yl)propanoic acid), C(C(=O)Cl)(=O)Cl (oxalyl chloride), NCCC1=CNC=N1 (histamine). Product: ClC1=C(C=CC=C1)C1=CC=2N(C=3C=CC(=CC3C2C2=C1C(NC2=O)=O)OC)CCC(=O)NCCC2=CN=CN2 (3-(4-(2-Chlorophenyl)-9-methoxy-1,3-dioxo-2,3-dihydropyrrolo[3,4-c]carbazol-6 (1H)-yl)-N-[2-(1H-imidazol-5-yl)ethyl]propanamide). Yield: 81.0%. As a reaction SMILES: [Cl:1][C:2]1[CH:7]=[CH:6][CH:5]=[CH:4][C:3]=1[C:8]1[C:20]2[C:21](=[O:25])[NH:22][C:23](=[O:24])[C:19]=2[C:18]2[C:17]3[CH:16]=[C:15]([OH:26])[CH:14]=[CH:13][C:12]=3[N:11]([CH2:27][CH2:28][C:29](O)=[O:30])[C:10]=2[CH:9]=1.[C:32](Cl)(=O)C(Cl)=O.[NH2:38][CH2:39][CH2:40][C:41]1[N:45]=[CH:44][NH:43][CH:42]=1>>[Cl:1][C:2]1[CH:7]=[CH:6][CH:5]=[CH:4][C:3]=1[C:8]1[C:20]2[C:21](=[O:25])[NH:22][C:23](=[O:24])[C:19]=2[C:18]2[C:17]3[CH:16]=[C:15]([O:26][CH3:32])[CH:14]=[CH:13][C:12]=3[N:11]([CH2:27][CH2:28][C:29]([NH:38][CH2:39][CH2:40][C:41]3[NH:45][CH:44]=[N:43][CH:42]=3)=[O:30])[C:10]=2[CH:9]=1. Procedure details: Reaction of acid (117) prepared as described in example 230 with oxalyl chloride followed by histamine using the procedure described in example 207 gave the amide (128) (81%) as a yellow powder, mp 144–149° C. (dec). 1H NMR δ [(CD3)2SO] 11.12 (br, 1H), 8.52 (d, J=2.6 Hz, 1H), 7.91 (t, J=5.5 Hz, 1H), 7.76 (s, 1H), 7.69 (d, J=9.0 Hz, 1H), 7.58 (m, 1H), 7.52–7.42 (m, 4H), 7.32 (dd, J=9.0, 2.6 Hz, 1H), 6.56 (s, 1H), 4.69 (t, J=6.4 Hz, 2H), 3.90 (s, 3H), 3.12 (m, 2H), 2.58 (t, J=6.4 Hz, 2H), 2.39 (t,...